This data is from the Open Reaction Database (ORD), a public repository of structured organic reaction records. The task is: describe an organic reaction: reactants, conditions, products, and yield Reactants: C1(=CC=CC=C1)N1C(NNC1=O)=O (4-phenyl-1,2,4-triazolidine-3,5-dione), O.O.O.C(C)(=O)[O-].C(C)(=O)[O-].[Pb+2] (lead diacetate trihydrate), C(C)(=O)OC(C)=O (acetic anhydride). The solvent is C(Cl)(Cl)Cl (chloroform). Product: CC(=O)N1N(C(N(C1=O)C1=CC=CC=C1)=O)C(=O)C (1,2-Dimethylcarbonyl-4-phenyl-1,2,4-triazolidine-3,5-dione). Isolated yield 35.1%. Reaction SMILES: [C:1]1([N:7]2[C:11](=[O:12])[NH:10][NH:9][C:8]2=[O:13])[CH:6]=[CH:5][CH:4]=[CH:3][CH:2]=1.O.O.O.[C:17]([O-:20])(=O)[CH3:18].[C:21]([O-])(=[O:23])[CH3:22].[Pb+2].C(OC(=O)C)(=O)C>C(Cl)(Cl)Cl>[CH3:22][C:21]([N:10]1[C:11](=[O:12])[N:7]([C:1]2[CH:2]=[CH:3][CH:4]=[CH:5][CH:6]=2)[C:8](=[O:13])[N:9]1[C:17]([CH3:18])=[O:20])=[O:23] |f:1.2.3.4.5.6|. Reported procedure: To a mixture of 5.3 g (30 mmol) of 4-phenyl-1,2,4-triazolidine-3,5-dione and 22.7 g (60 mmol) of lead diacetate trihydrate in 200 ml of chloroform was added dropwise over a 15 minute period 45.9 g (450 mmol) of acetic anhydride. The mixture was stirred at room temperature. After 25 hours the pale yellow solution was washed with three 100 ml portions of water and three 75 ml portions of 10% sodium carbonate. The carbonate washings were acidified with concentrated hydrochloric acid. No precipitate...